This data is from the Open Reaction Database (ORD), a public repository of structured organic reaction records. The task is: describe an organic reaction: reactants, conditions, products, and yield Conditions: time 18 hour. Reagents/catalysts: C=1C=CC(=CC1)[P](C=2C=CC=CC2)(C=3C=CC=CC3)[Pd]([P](C=4C=CC=CC4)(C=5C=CC=CC5)C=6C=CC=CC6)([P](C=7C=CC=CC7)(C=8C=CC=CC8)C=9C=CC=CC9)[P](C=1C=CC=CC1)(C=1C=CC=CC1)C=1C=CC=CC1 (tetrakis(triphenylphosphine)palladium(0)). Procedure: To a solution of the product from Example 100 (1.5 g, 4.85 mmol) in 1,4-Dioxane (50 ml) was added 4-carboxybenzene boronic acid (1.20 g, 7.23 mmol), sodium carbonate (7 ml of a 2 M solution) and tetrakis(triphenylphosphine)palladium(0) (1.12 g, 0.97 mmol). The reaction mixture was heated to reflux with stirring for 18 hours and allowed to cool. The reaction mixture was filetered and washed with ether (5×, 100 ml) to afford the title compound as a yellow solid (0.594 g, 35%); MS (ES+) m/e 351 [M+... Isolated yield 35.0%. The product is NC=1C(=NON1)C=1N(C2=C(C=NC=C2C2=CC=C(C(=O)O)C=C2)N1)CC (4-[2-(4-Amino-furazan-3-yl)-1-ethyl-1H-imidazo[4,5-c]pyridin-7-yl]-benzoic Acid). Solvent: O1CCOCC1 (1,4-Dioxane). Reactants: BrC=1C2=C(C=NC1)N=C(N2CC)C=2C(=NON2)N (4-(7-Bromo-1-ethyl-1H-imidazo[4,5-c]pyridin-2-yl)furazan-3-ylamine), C(=O)(O)C1=CC=C(C=C1)B(O)O (4-carboxybenzene boronic acid), C([O-])([O-])=O.[Na+].[Na+] (sodium carbonate), solution. Reaction SMILES: Br[C:2]1[C:3]2[N:10]([CH2:11][CH3:12])[C:9]([C:13]3[C:14]([NH2:18])=[N:15][O:16][N:17]=3)=[N:8][C:4]=2[CH:5]=[N:6][CH:7]=1.[C:19]([C:22]1[CH:27]=[CH:26][C:25](B(O)O)=[CH:24][CH:23]=1)([OH:21])=[O:20].C(=O)([O-])[O-].[Na+].[Na+]>O1CCOCC1.C1C=CC([P]([Pd]([P](C2C=CC=CC=2)(C2C=CC=CC=2)C2C=CC=CC=2)([P](C2C=CC=CC=2)(C2C=CC=CC=2)C2C=CC=CC=2)[P](C2C=CC=CC=2)(C2C=CC=CC=2)C2C=CC=CC=2)(C2C=CC=CC=2)C2C=CC=CC=2)=CC=1>[NH2:18][C:14]1[C:13]([C:9]2[N:10]([CH2:11][CH3:12])[C:3]3[C:2]([C:25]4[CH:26]=[CH:27][C:22]([C:19]([OH:21])=[O:20])=[CH:23][CH:24]=4)=[CH:7][N:6]=[CH:5][C:4]=3[N:8]=2)=[N:17][O:16][N:15]=1 |f:2.3.4,^1:46,48,67,86|. Reactants: CC(C)O (2-propanol), [Li]CCCC (n-BuLi), BrC1=CN(C=2N=CN=C(C21)Cl)C(C)C (5-Bromo-4-chloro-7-isopropyl-7H-pyrrolo[2,3-d]pyrimidine), BrC=1C=NC=C(C(=O)N(C)OC)C1 (5-Bromo-N-methoxy-N-methyl-nicotinamide). Solvent: CCOCC (Et2O). Reaction conditions: time 1 hour. Yields the product BrC=1C=C(C=NC1)C(=O)C1=CN(C=2N=CN=C(C21)Cl)C(C)C ((5-Bromo-pyridin-3-yl)-(4-chloro-7-isopropyl-7H-pyrrolo[2,3-d]pyrimidin-5-yl)-methanone). The yield is 50.7%. As a reaction SMILES: [Li]CCCC.Br[C:7]1[C:15]2[C:14]([Cl:16])=[N:13][CH:12]=[N:11][C:10]=2[N:9]([CH:17]([CH3:19])[CH3:18])[CH:8]=1.[Br:20][C:21]1[CH:22]=[N:23][CH:24]=[C:25]([CH:32]=1)[C:26](N(OC)C)=[O:27].CC(O)C>CCOCC>[Br:20][C:21]1[CH:32]=[C:25]([C:26]([C:7]2[C:15]3[C:14]([Cl:16])=[N:13][CH:12]=[N:11][C:10]=3[N:9]([CH:17]([CH3:19])[CH3:18])[CH:8]=2)=[O:27])[CH:24]=[N:23][CH:22]=1. Procedure details: n-BuLi (15.3 mL, 2.5 M in Hexane, 38.2 mmol) was added dropwise to a solution of 5-Bromo-4-chloro-7-isopropyl-7H-pyrrolo[2,3-d]pyrimidine (10.0 g, 36.4 mmol) in Et2O (300 mL) at −78° C. and stirred for 1 h. 5-Bromo-N-methoxy-N-methyl-nicotinamide (8.9 g, 36.4 mmol) was added to the reaction mixture slowly and stirred for 3 h, warmed to room temperature, and stirred for an additional I h. The reaction mixture was quenched with saturated aqueous NH4Cl (200 mL) and stirred for 20 min. The aqueous l... The reactants are COC(=O)C=1NC2=CC(=CC=C2C1)[N+](=O)[O-] (6-Nitro-1H-indole-2-carboxylic acid methyl ester), [OH-].[Na+] (NaOH). The solvent is CO (methanol). Yields the product [N+](=O)([O-])C1=CC=C2C=C(NC2=C1)C(=O)O (6-Nitro-1H-indole-2-carboxylic acid). The yield is 95.1%. Reaction SMILES: C[O:2][C:3]([C:5]1[NH:6][C:7]2[C:12]([CH:13]=1)=[CH:11][CH:10]=[C:9]([N+:14]([O-:16])=[O:15])[CH:8]=2)=[O:4].[OH-].[Na+]>CO>[N+:14]([C:9]1[CH:8]=[C:7]2[C:12]([CH:13]=[C:5]([C:3]([OH:4])=[O:2])[NH:6]2)=[CH:11][CH:10]=1)([O-:16])=[O:15] |f:1.2|. Procedure details: 4.4 g (20 mmol) 6-Nitro-1H-indole-2-carboxylic acid methyl ester (190) was dissolved in 80 mL methanol and was treated with 30 mL 1M NaOH overnight at 55 C°. The methanol was evaporated, the remaining aqueous solution was diluted to 100 mL and was acidified to pH 2 using concentrated HCl. The precipitate was filtered off, washed three times with water then dried to give 3.92 g (95%) 191 as yellow powder. The NMR was consistent with the structure. 191 was used without further purification.